This data is from the Open Reaction Database (ORD), a public repository of structured organic reaction records. The task is: describe an organic reaction: reactants, conditions, products, and yield Reaction SMILES: [C:1]([C:5]1[CH:10]=[CH:9][C:8]([C:11]2[N:12]([C:30](Cl)=[O:31])[C@H:13]([C:23]3[CH:28]=[CH:27][C:26]([Cl:29])=[CH:25][CH:24]=3)[C@H:14]([C:16]3[CH:21]=[CH:20][C:19]([Cl:22])=[CH:18][CH:17]=3)[N:15]=2)=[C:7]([O:33][CH2:34][CH3:35])[CH:6]=1)([CH3:4])([CH3:3])[CH3:2].[CH3:36][O:37][CH2:38][CH2:39][N:40]1[CH2:45][CH2:44][NH:43][CH2:42][CH2:41]1>>[ClH:22].[C:1]([C:5]1[CH:10]=[CH:9][C:8]([C:11]2[N:12]([C:30]([N:43]3[CH2:44][CH2:45][N:40]([CH2:39][CH2:38][O:37][CH3:36])[CH2:41][CH2:42]3)=[O:31])[C@H:13]([C:23]3[CH:24]=[CH:25][C:26]([Cl:29])=[CH:27][CH:28]=3)[C@H:14]([C:16]3[CH:17]=[CH:18][C:19]([Cl:22])=[CH:20][CH:21]=3)[N:15]=2)=[C:7]([O:33][CH2:34][CH3:35])[CH:6]=1)([CH3:4])([CH3:2])[CH3:3] |f:2.3|. Procedure: [(4S,5R)-2-(4-tert-Butyl-2-ethoxy-phenyl)-4,5-bis-(4-chloro-phenyl)-4,5-dihydro-imidazol-1-yl]-[4-(2-methoxy-ethyl)-piperazin-1-yl]-methanone hydrochloride was prepared from (4S,5R)-2-(4-tert-butyl-2-ethoxy-phenyl)-4,5-bis-(4-chloro-phenyl)-4,5-dihydro-imidazole-1-carbonyl chloride (example 11) and 1-(2-methoxy-ethyl)-piperazine in an analogous manner as described in example 25. LR-MS: 637.4 [(M+H)+] Starting materials: C(C)(C)(C)C1=CC(=C(C=C1)C=1N([C@@H]([C@@H](N1)C1=CC=C(C=C1)Cl)C1=CC=C(C=C1)Cl)C(=O)Cl)OCC ((4S,5R)-2-(4-tert-butyl-2-ethoxy-phenyl)-4,5-bis-(4-chloro-phenyl)-4,5-dihydro-imidazole-1-carbonyl chloride), COCCN1CCNCC1 (1-(2-methoxy-ethyl)-piperazine). The product is Cl.C(C)(C)(C)C1=CC(=C(C=C1)C=1N([C@@H]([C@@H](N1)C1=CC=C(C=C1)Cl)C1=CC=C(C=C1)Cl)C(=O)N1CCN(CC1)CCOC)OCC ([(4S,5R)-2-(4-tert-Butyl-2-ethoxy-phenyl)-4,5-bis-(4-chloro-phenyl)-4,5-dihydro-imidazol-1-yl]-[4-(2-methoxy-ethyl)-piperazin-1-yl]-methanone hydrochloride). Reactants: COc1ccc(C(=O)O)cc1C=Cc1ccc(Br)cc1, NC(CO)CO. Yields the product COc1ccc(C(=O)NC(CO)CO)cc1C=Cc1ccc(Br)cc1. As a reaction SMILES: [CH3:1][O:2][c:3]1[c:4]([CH:12]=[CH:13][c:14]2[cH:15][cH:16][c:17]([Br:20])[cH:18][cH:19]2)[cH:5][c:6]([C:7](=[O:8])[OH:9])[cH:10][cH:11]1.[NH2:21][CH:22]([CH2:23][OH:24])[CH2:25][OH:26]>>[CH3:1][O:2][c:3]1[c:4]([CH:12]=[CH:13][c:14]2[cH:15][cH:16][c:17]([Br:20])[cH:18][cH:19]2)[cH:5][c:6]([C:7](=[O:9])[NH:21][CH:22]([CH2:23][OH:24])[CH2:25][OH:26])[cH:10][cH:11]1. Starting materials: COc1cc(C(=O)NC2CCN(C)CC2)ccc1Nc1ncc2c(n1)N(C1CCCC1)CC(F)(F)C(=O)N2C, [Na+], CN(C)C=O, [OH-]. Product: CNc1cnc(Nc2ccc(C(=O)NC3CCN(C)CC3)cc2OC)nc1N(CC(F)(F)C(=O)O)C1CCCC1. RXN SMILES: [CH:1]1([N:6]2[c:7]3[c:8]([cH:17][n:18][c:19]([NH:21][c:22]4[c:23]([O:38][CH3:39])[cH:24][c:25]([C:26](=[O:27])[NH:28][CH:29]5[CH2:30][CH2:31][N:32]([CH3:35])[CH2:33][CH2:34]5)[cH:36][cH:37]4)[n:20]3)[N:9]([CH3:16])[C:10](=[O:15])[C:11]([F:13])([F:14])[CH2:12]2)[CH2:2][CH2:3][CH2:4][CH2:5]1.[Na+:41].[O:42]=[CH:43][N:44]([CH3:45])[CH3:46].[OH-:40]>>[CH:1]1([N:6]([c:7]2[c:8]([NH:9][CH3:16])[cH:17][n:18][c:19]([NH:21][c:22]3[c:23]([O:38][CH3:39])[cH:24][c:25]([C:26](=[O:27])[NH:28][CH:29]4[CH2:30][CH2:31][N:32]([CH3:35])[CH2:33][CH2:34]4)[cH:36][cH:37]3)[n:20]2)[CH2:12][C:11]([C:10](=[O:15])[OH:40])([F:13])[F:14])[CH2:2][CH2:3][CH2:4][CH2:5]1. The yield is 95.1%. Run in C1=CC=CC=C1 (benzene), C1=CC=CC=C1 (benzene). Product: O1C2=C(C(C1)CC(=O)OCC)C=CC=C2 (ethyl 2,3-dihydrobenzo[b]furan-3-acetate). Starting materials: BrC1=C(C=CC=C1)OCC=CC(=O)OCC (ethyl 4-(2-bromophenyloxy)but-2-enoate), C(CCC)[SnH](CCCC)CCCC (tri-n-butyltin hydride). Run at time 14 hour. Reported procedure: To ethyl 4-(2-bromophenyloxy)but-2-enoate (6.10 g, 21.0 mmol) in benzene (200 mL) at reflux was added AIBN (0.07 g, 0.4 mmol) followed by dropwise addition of a benzene (~65 mL) solution containing tri-n-butyltin hydride (6.72 g, 23.1 mmol). After complete addition (one h) the reaction was refluxed an additional 2 h. The reaction was concentrated in vacuo and the residue treated with Et2O (~50 mL) and a 60% KF solution (~40 mL). The solution was stirred 14 h. The precipitate was removed by filtr... Reaction SMILES: Br[C:2]1[CH:7]=[CH:6][CH:5]=[CH:4][C:3]=1[O:8][CH2:9][CH:10]=[CH:11][C:12]([O:14][CH2:15][CH3:16])=[O:13].C([SnH](CCCC)CCCC)CCC>C1C=CC=CC=1.CC(N=NC(C#N)(C)C)(C#N)C>[O:8]1[CH2:9][CH:10]([CH2:11][C:12]([O:14][CH2:15][CH3:16])=[O:13])[C:2]2[CH:7]=[CH:6][CH:5]=[CH:4][C:3]1=2. Reagents/catalysts: CC(C)(C#N)N=NC(C)(C)C#N (AIBN). Run in CO (methanol). Procedure: A solution of (2R,3S)-2-(2,4-difluorophenyl)-3-methyl-2-[(1H-1,2,4-triazol-1-yl)methyl]oxirane (0.40 g), methyl 3-mercaptopropionate (1.42 ml) and 28% sodium methylate methanolic solution (1.25 ml) in methanol (10 ml) was refluxed for 4.5 hours in an oil bath under heating. To the reaction mixture was added methyl 3-mercaptopropionate (0.53 ml, 0.32 ml) respectively after 2 hours and 3.5 hours of heating. Further, 28% sodium methylate-methanol solution (0.63 ml) was added after 2.5 hours. After ... Reaction conditions: time 4.5 hour. Reaction SMILES: [F:1][C:2]1[CH:7]=[C:6]([F:8])[CH:5]=[CH:4][C:3]=1[C@@:9]1([CH2:13][N:14]2[CH:18]=[N:17][CH:16]=[N:15]2)[C@H:11]([CH3:12])[O:10]1.[SH:19]CCC(OC)=O.C[O-].[Na+].C[O-].[Na+].CO.Cl>CO>[F:1][C:2]1[CH:7]=[C:6]([F:8])[CH:5]=[CH:4][C:3]=1[C@:9]([OH:10])([C@H:11]([SH:19])[CH3:12])[CH2:13][N:14]1[CH:18]=[N:17][CH:16]=[N:15]1 |f:2.3,4.5.6|. Product: FC1=C(C=CC(=C1)F)[C@@](CN1N=CN=C1)([C@@H](C)S)O ((2R, 3R)-2-(2,4-difluorophenyl )-3-mercapto-1-(1-H-1,2,4-triazol-1-yl)-2-butanol). Reactants: Cl (hydrochloric acid), SCCC(=O)OC (methyl 3-mercaptopropionate), C[O-].[Na+].CO (sodium methylate methanol), FC1=C(C=CC(=C1)F)[C@@]1(O[C@H]1C)CN1N=CN=C1 ((2R,3S)-2-(2,4-difluorophenyl)-3-methyl-2-[(1H-1,2,4-triazol-1-yl)methyl]oxirane), SCCC(=O)OC (methyl 3-mercaptopropionate), C[O-].[Na+] (sodium methylate).